This data is from the Open Reaction Database (ORD), a public repository of structured organic reaction records. The task is: describe an organic reaction: reactants, conditions, products, and yield The reactants are ClC1=CC2=C(SC=C2CN2C(N(CC2)C=2SC(=C(N2)C)C(=O)O)=O)C=C1 (2-(3-((5-chlorobenzo[b]thiophen-3-yl)methyl)-2-oxoimidazolidin-1-yl)-4-methylthiazole-5-carboxylic acid), CC=1N=C(SC1C(=O)O)N1C(N(CC1)CC=1C=CC=C2C=CC=NC12)=O (4-methyl-2-(2-oxo-3-(quinolin-8-ylmethyl)imidazolidin-1-yl)thiazole-5-carboxylic acid), NCC=1C=NC=CC1 (3-(aminomethyl)pyridine). The product is CS1C(=NC=C1C(=O)NCC=1C=NC=CC1)N1C(N(CC1)CC=1C=CC=C2C=CC=NC12)=O (1-methyl-2-(2-oxo-3-(quinolin-8-ylmethyl)imidazolidin-1-yl)-N-(pyridin-3-ylmethyl)thiazole-5-carboxamide). The yield is 44.0%. As a reaction SMILES: Cl[C:2]1C=CC2SC=C(CN3CCN(C4SC(C(O)=O)=C(C)N=4)C3=O)C=2C=1.C[C:28]1[N:29]=[C:30]([N:36]2[CH2:40][CH2:39][N:38]([CH2:41][C:42]3[CH:43]=[CH:44][CH:45]=[C:46]4[C:51]=3[N:50]=[CH:49][CH:48]=[CH:47]4)[C:37]2=[O:52])[S:31][C:32]=1[C:33]([OH:35])=O.[NH2:53][CH2:54][C:55]1[CH:56]=[N:57][CH:58]=[CH:59][CH:60]=1>>[CH3:2][SH:31]1[C:32]([C:33]([NH:53][CH2:54][C:55]2[CH:56]=[N:57][CH:58]=[CH:59][CH:60]=2)=[O:35])=[CH:28][N:29]=[C:30]1[N:36]1[CH2:40][CH2:39][N:38]([CH2:41][C:42]2[CH:43]=[CH:44][CH:45]=[C:46]3[C:51]=2[N:50]=[CH:49][CH:48]=[CH:47]3)[C:37]1=[O:52]. Reported procedure: Following the procedure as described in Example 32, making variations as required to replace 2-(3-((5-chlorobenzo[b]thiophen-3-yl)methyl)-2-oxoimidazolidin-1-yl)-4-methylthiazole-5-carboxylic acid with 4-methyl-2-(2-oxo-3-(quinolin-8-ylmethyl)imidazolidin-1-yl)thiazole-5-carboxylic acid to react with 3-(aminomethyl)pyridine, the title compound was obtained as a colorless solid in 44% yield: mp 225-228° C. (methanol); 1H NMR (300 MHz, DMSO-d6) δ 8.98-8.96 (m, 1H), 8.59-8.53 (m, 2H), 8.46-8.39 (m,... Reactants: CC(=O)[O-], CCCCCC, CO, CCOC(C)=O, [NH4+], CCOC(=O)CC(=O)Cc1cc(F)c(F)cc1F. Product: CCOC(=O)C=C(N)Cc1cc(F)c(F)cc1F. As a reaction SMILES: [CH3:20][C:21](=[O:22])[O-:23].[CH3:24][CH2:25][CH2:26][CH2:27][CH2:28][CH3:29].[CH3:30][OH:31].[CH3:32][CH2:33][O:34][C:35](=[O:36])[CH3:37].[NH4+:19].[O:1]=[C:2]([CH2:3][C:4](=[O:5])[O:6][CH2:7][CH3:8])[CH2:9][c:10]1[c:11]([F:18])[cH:12][c:13]([F:17])[c:14]([F:16])[cH:15]1>>[C:2](=[CH:3][C:4](=[O:5])[O:6][CH2:7][CH3:8])([CH2:9][c:10]1[c:11]([F:18])[cH:12][c:13]([F:17])[c:14]([F:16])[cH:15]1)[NH2:19]. Starting materials: C(C)OCC (diethyl ether), N(C1=C(C(=O)O)C=CC=C1)C1=C(C(=O)O)C=CC=C1 (2,2′-iminodibenzoic acid), C1CCOC1 (THF), C1CCOC1 (THF), [H-].CN1CCN(CC1)[Al+]N1CCN(CC1)C (bis(1-methylpiperazine-4-yl)aluminum hydride). Solvent: O (water). Conditions: temperature -20 celsius, time 24 hour. The product is N(C1=C(C=O)C=CC=C1)C1=C(C=O)C=CC=C1 (2,2′-iminodibenzaldehyde). Isolated yield 33.4%. As a reaction SMILES: [NH:1]([C:11]1[CH:19]=[CH:18][CH:17]=[CH:16][C:12]=1[C:13](O)=[O:14])[C:2]1[CH:10]=[CH:9][CH:8]=[CH:7][C:3]=1[C:4](O)=[O:5].C1COCC1.[H-].CN1CCN([Al+]N2CCN(C)CC2)CC1.C(OCC)C>O>[NH:1]([C:11]1[CH:19]=[CH:18][CH:17]=[CH:16][C:12]=1[CH:13]=[O:14])[C:2]1[CH:10]=[CH:9][CH:8]=[CH:7][C:3]=1[CH:4]=[O:5] |f:2.3|. Procedure details: To a 500-ml reactor thoroughly dried and purged with argon, 2.3 g (8.94 mmol) of 2,2′-iminodibenzoic acid and 50 ml of THF were introduced, and they were cooled to −20° C. At that temperature, 90 ml of a THF solution (0.3 M) of bis(1-methylpiperazine-4-yl)aluminum hydride was dropwise added with stirring. Then, the temperature of the system was raised, and the reaction was conducted for 24 hours under reflux. The reaction solution was allowed to stand for cooling to room temperature. To the solu... RXN SMILES: [OH:1][C:2]1[CH:15]=[C:14]([OH:16])[CH:13]=[CH:12][C:3]=1[C:4]([C:6]1[CH:11]=[CH:10][CH:9]=[CH:8][CH:7]=1)=[O:5].[CH2:17]([N:21]([CH:26]1[CH2:31][C:30]([CH3:33])([CH3:32])[N:29]([O:34][CH3:35])[C:28]([CH3:37])([CH3:36])[CH2:27]1)[C:22](=[O:25])[CH2:23]Cl)[CH2:18][CH2:19][CH3:20].C(=O)([O-])[O-].[K+].[K+].[I-].[K+].Cl>C(OCC)(=O)C.CN(C)C=O>[OH:1][C:2]1[CH:15]=[C:14]([O:16][CH2:23][C:22]([N:21]([CH:26]2[CH2:31][C:30]([CH3:33])([CH3:32])[N:29]([O:34][CH3:35])[C:28]([CH3:36])([CH3:37])[CH2:27]2)[CH2:17][CH2:18][CH2:19][CH3:20])=[O:25])[CH:13]=[CH:12][C:3]=1[C:4]([C:6]1[CH:11]=[CH:10][CH:9]=[CH:8][CH:7]=1)=[O:5] |f:2.3.4,5.6|. Procedure: A mixture of 10.1 g (47.0 mmol) of 2,4-dihydroxybenzophenone, 15.0 g (47.0 mmol) of N-butyl-N-(1-methoxy-2,2,6,6-tetramethylpiperidin-4-yl)chloroacetamide, 19.5 g (0.141 mol) of potassium carbonate, 0.8 g (4.7 mmol) of potassium iodide, and 100 ml of N,N-dimethylformamide is heated at 80° C. for 20 hours. The reaction mixture is treated with 1N hydrochloric acid (600 ml). The brown precipitate is dissolved in ethyl acetate (400 ml), and this solution is washed with water (200 ml) and saturated s... Reactants: Cl (hydrochloric acid), OC1=C(C(=O)C2=CC=CC=C2)C=CC(=C1)O (2,4-dihydroxybenzophenone), C(CCC)N(C(CCl)=O)C1CC(N(C(C1)(C)C)OC)(C)C (N-butyl-N-(1-methoxy-2,2,6,6-tetramethylpiperidin-4-yl)chloroacetamide), C([O-])([O-])=O.[K+].[K+] (potassium carbonate), [I-].[K+] (potassium iodide). The solvent is C(C)(=O)OCC (ethyl acetate), CN(C=O)C (N,N-dimethylformamide). Product: OC1=C(C(=O)C2=CC=CC=C2)C=CC(=C1)OCC(=O)N(CCCC)C1CC(N(C(C1)(C)C)OC)(C)C (2-Hydroxy-4-[N-(1-methoxy-2,2,6,6-tetramethylpiperidin-4-yl) -N-butylaminocarbonylmethoxy]benzophenone). The yield is 23.1%. Run at temperature 80 celsius. The reactants are [H-].[Al+3].[Li+].[H-].[H-].[H-] (lithium aluminum hydride), C(C)(C)(C)OC(=O)N1CCC(CC1)OC1=C(C=CC=C1)CCC1=CC(=CC=C1)OC (1-t-butoxycarbonyl-4-{2-[2-(3-methoxylphenyl)ethyl]phenoxy]piperidine), [H-] (hydride), O.O.O.O.O.O.O.O.O.O.S(=O)(=O)([O-])[O-].[Na+].[Na+] (sodium sulfate decahydrate). Run in O1CCCC1 (tetrahydrofuran), O1CCCC1 (tetrahydrofuran). The product is COC=1C=C(C=CC1)CCC1=C(OC2CCN(CC2)C)C=CC=C1 (4-{2-[2-(3-Methoxyphenyl)ethyl]phenoxy}-1-methylpiperidine). The yield is 57.7%. As a reaction SMILES: C(O[C:6]([N:8]1[CH2:13][CH2:12][CH:11]([O:14][C:15]2[CH:20]=[CH:19][CH:18]=[CH:17][C:16]=2[CH2:21][CH2:22][C:23]2[CH:28]=[CH:27][CH:26]=[C:25]([O:29][CH3:30])[CH:24]=2)[CH2:10][CH2:9]1)=O)(C)(C)C.[H-].[Al+3].[Li+].[H-].[H-].[H-].O.O.O.O.O.O.O.O.O.O.S([O-])([O-])(=O)=O.[Na+].[Na+].[H-]>O1CCCC1>[CH3:30][O:29][C:25]1[CH:24]=[C:23]([CH2:22][CH2:21][C:16]2[CH:17]=[CH:18][CH:19]=[CH:20][C:15]=2[O:14][CH:11]2[CH2:12][CH2:13][N:8]([CH3:6])[CH2:9][CH2:10]2)[CH:28]=[CH:27][CH:26]=1 |f:1.2.3.4.5.6,7.8.9.10.11.12.13.14.15.16.17.18.19|. Procedure details: A solution of 482 mg of 1-t-butoxycarbonyl-4-{2-[2-(3-methoxylphenyl)ethyl]phenoxy]piperidine (prepared in a similar manner to that described in Example 37) in 5 ml of tetrahydrofuran was added dropwise to a dispersion of 44.5 mg of lithium aluminum hydride in 5 ml of tetrahydrofuran, whilst stirring. After the addition was complete, the reaction mixture was heated under reflux for 1 hour and then cooled. Sufficient sodium sulfate decahydrate was then added to the reaction mixture, in order to d...